From a dataset of the Open Reaction Database (ORD), a public repository of structured organic reaction records. describe an organic reaction: reactants, conditions, products, and yield RXN SMILES: Br[C:2]1[N:7]=[C:6]2[N:8]([CH2:13][C:14]3[CH:19]=[CH:18][C:17]([C:20]4[CH:25]=[CH:24][CH:23]=[CH:22][C:21]=4[C:26]4[NH:30][N:29]=[N:28][N:27]=4)=[CH:16][CH:15]=3)C(CC)=[N:10][C:5]2=[C:4]([CH3:31])[CH:3]=1.[CH:32]([Mg]Cl)([CH3:34])[CH3:33].[CH2:37]1[CH2:41]OC[CH2:38]1>[Cl-].[Cl-].[Zn+2]>[CH2:32]([C:34]1[N:8]([CH2:13][C:14]2[CH:15]=[CH:16][C:17]([C:20]3[CH:25]=[CH:24][CH:23]=[CH:22][C:21]=3[C:26]3[NH:30][N:29]=[N:28][N:27]=3)=[CH:18][CH:19]=2)[C:6]2=[N:7][C:2]([CH:37]([CH3:41])[CH3:38])=[CH:3][C:4]([CH3:31])=[C:5]2[N:10]=1)[CH3:33] |f:3.4.5|. Run at time 16 hour. Procedure: To 5-bromo-2-ethyl-7-methyl-3-(2'-(tetrazol-5-yl)biphen-4-yl)methyl-3H-imidazo-[4,5-b]pyridine (75 mg) in THF (2 mL) at -78° C. was sequentially added ZnCl2 (1.58 mL, 1M/ether), iso-propylmagnesium chloride (0.79 mL, 2M/ether), and tetrakis-triphenylphosphinepalladium (15 mg). After complete addition the reaction was warmed to RT and stirred for 16 hours. Extractive workup (EtOAc, from dilute HOAc), and purification (SiO2, 80/20/1 CH2Cl2 /MeOH/NH4OH) gave 43 mg of a solid. The product is C(C)C1=NC=2C(=NC(=CC2C)C(C)C)N1CC1=CC=C(C=C1)C1=C(C=CC=C1)C1=NN=NN1 (2-Ethyl-7-methyl-5-(isopropyl)-3-(2'-(tetrazol-5-yl)biphen-4-yl)methyl-3H-imidazo[4,5-b]pyridine). The reactants are BrC1=CC(=C2C(=N1)N(C(=N2)CC)CC2=CC=C(C=C2)C2=C(C=CC=C2)C2=NN=NN2)C (5-bromo-2-ethyl-7-methyl-3-(2'-(tetrazol-5-yl)biphen-4-yl)methyl-3H-imidazo-[4,5-b]pyridine), C1CCOC1 (THF), C(C)(C)[Mg]Cl (iso-propylmagnesium chloride), tetrakis-triphenylphosphinepalladium. Reagents/catalysts: [Cl-].[Cl-].[Zn+2] (ZnCl2).